Dataset: the Open Reaction Database (ORD), a public repository of structured organic reaction records. Task: describe an organic reaction: reactants, conditions, products, and yield The reactants are C1(=CC=CC=C1)[B-](C1=CC=CC=C1)(C1=CC=CC=C1)C1=CC=CC=C1.[Na+] (sodium tetraphenylborate), [Cl-].C(C)(C)(C)C=1C=C(C(=O)OCC[N+](C)(C)CC2=CC=CC=C2)C=C(C1O)C(C)(C)C (N-[2-(3,5-di-tert-butyl-4-hydroxybenzoyloxy)ethyl]-N,N-dimethylbenzylammonium chloride). Solvent: O (water), O (water), O (water). The product is C1(=CC=CC=C1)[B-](C1=CC=CC=C1)(C1=CC=CC=C1)C1=CC=CC=C1.C(C)(C)(C)C=1C=C(C(=O)OCC[N+](C)(C)CC2=CC=CC=C2)C=C(C1O)C(C)(C)C (N-[2-(3,5-di-tert-butyl-4-hydroxybenzoyloxy)ethyl]-N,N-dimethylbenzylammonium Tetraphenylborate). As a reaction SMILES: [C:1]1([B-:7]([C:20]2[CH:25]=[CH:24][CH:23]=[CH:22][CH:21]=2)([C:14]2[CH:19]=[CH:18][CH:17]=[CH:16][CH:15]=2)[C:8]2[CH:13]=[CH:12][CH:11]=[CH:10][CH:9]=2)[CH:6]=[CH:5][CH:4]=[CH:3][CH:2]=1.[Na+].[Cl-].[C:28]([C:32]1[CH:33]=[C:34]([CH:50]=[C:51]([C:54]([CH3:57])([CH3:56])[CH3:55])[C:52]=1[OH:53])[C:35]([O:37][CH2:38][CH2:39][N+:40]([CH2:43][C:44]1[CH:49]=[CH:48][CH:47]=[CH:46][CH:45]=1)([CH3:42])[CH3:41])=[O:36])([CH3:31])([CH3:30])[CH3:29]>O>[C:20]1([B-:7]([C:1]2[CH:2]=[CH:3][CH:4]=[CH:5][CH:6]=2)([C:8]2[CH:9]=[CH:10][CH:11]=[CH:12][CH:13]=2)[C:14]2[CH:19]=[CH:18][CH:17]=[CH:16][CH:15]=2)[CH:21]=[CH:22][CH:23]=[CH:24][CH:25]=1.[C:54]([C:51]1[CH:50]=[C:34]([CH:33]=[C:32]([C:28]([CH3:31])([CH3:30])[CH3:29])[C:52]=1[OH:53])[C:35]([O:37][CH2:38][CH2:39][N+:40]([CH2:43][C:44]1[CH:49]=[CH:48][CH:47]=[CH:46][CH:45]=1)([CH3:42])[CH3:41])=[O:36])([CH3:57])([CH3:56])[CH3:55] |f:0.1,2.3,5.6|. Procedure details: A solution of 10.27 g (30 mmol) of sodium tetraphenylborate in 70 ml of water was added to a warm solution of 13.44 g (30 mmol) of N-[2-(3,5-di-tert-butyl-4-hydroxybenzoyloxy)ethyl]-N,N-dimethylbenzylammonium chloride prepared as described in Example 1 in 100 ml of water. A solid precipitate formed on cooling and 100 ml of water was added to the mixture after which the solid was collected, washed with water and dissolved in methylene chloride. The water layer was separated and the methylene chlo...